Dataset: the Open Reaction Database (ORD), a public repository of structured organic reaction records. Task: describe an organic reaction: reactants, conditions, products, and yield The reactants are C1CCOC1, CCOC(=O)N=NC(=O)OCC, OCc1ccccc1, Oc1ccc2cccnc2c1, c1ccc(P(c2ccccc2)c2ccccc2)cc1. The product is c1ccc2ncccc2c1. As a reaction SMILES: [CH2:51]1[O:52][CH2:53][CH2:54][CH2:55]1.[O:39]=[C:40]([O:41][CH2:42][CH3:43])[N:44]=[N:45][C:46]([O:47][CH2:48][CH3:49])=[O:50].[OH:12][CH2:13][c:14]1[cH:15][cH:16][cH:17][cH:18][cH:19]1.[OH:1][c:2]1[cH:3][cH:4][c:5]2[cH:6][cH:7][cH:8][n:9][c:10]2[cH:11]1.[c:20]1([P:21]([c:22]2[cH:23][cH:24][cH:25][cH:26][cH:27]2)[c:28]2[cH:29][cH:30][cH:31][cH:32][cH:33]2)[cH:34][cH:35][cH:36][cH:37][cH:38]1>>[cH:2]1[cH:3][cH:4][c:5]2[cH:6][cH:7][cH:8][n:9][c:10]2[cH:11]1. Starting materials: ClN1C(CCC1=O)=O (N-Chlorosuccinimide), BrC1=CC=C(C=C1)S(=O)(=O)N1CCN(CC1)C(=O)N1CCN(CC1)C1=CC=NC=C1 (1-(4-bromophenylsulphonyl)-4-[1-(4-pyridyl)piperazin-4-ylcarbonyl]piperazine). The solvent is C(C)#N (acetonitrile). Conditions: time 48 hour. The product is BrC1=CC=C(C=C1)S(=O)(=O)N1CCN(CC1)C(=O)N1CCN(CC1)C1=C(C=NC=C1)Cl (1-(4-bromophenylsulphonyl)-4-[1-(3-chloro-4-pyridyl)piperazin4-ylcarbonyl]piperazine). Isolated yield 72.4%. RXN SMILES: [Cl:1]N1C(=O)CCC1=O.[Br:9][C:10]1[CH:15]=[CH:14][C:13]([S:16]([N:19]2[CH2:24][CH2:23][N:22]([C:25]([N:27]3[CH2:32][CH2:31][N:30]([C:33]4[CH:38]=[CH:37][N:36]=[CH:35][CH:34]=4)[CH2:29][CH2:28]3)=[O:26])[CH2:21][CH2:20]2)(=[O:18])=[O:17])=[CH:12][CH:11]=1>C(#N)C>[Br:9][C:10]1[CH:15]=[CH:14][C:13]([S:16]([N:19]2[CH2:20][CH2:21][N:22]([C:25]([N:27]3[CH2:28][CH2:29][N:30]([C:33]4[CH:34]=[CH:35][N:36]=[CH:37][C:38]=4[Cl:1])[CH2:31][CH2:32]3)=[O:26])[CH2:23][CH2:24]2)(=[O:17])=[O:18])=[CH:12][CH:11]=1. Procedure: N-Chlorosuccinimide (3.06 g) was added to a stirred suspension of 1-(4-bromophenylsulphonyl)-4-[1-(4-pyridyl)piperazin-4-ylcarbonyl]piperazine (10.1 g) in acetonitrile (350 ml) at 20° C. The mixture was stirred for 48 hours and the acetonitrile evaporated. Water (200 ml) was added to the mixture and the aqueous phase was extracted with dichloromethane (3×200 ml). The organic extracts were combined, dried and evaporated, and the residue purified by column chromatography on silica gel, eluting wit... Reactants: O=C(Cl)C(=O)Cl, NCCc1ccccc1, CC(C(=O)O)C1(C)OCCO1, ClCCl, Cl, c1ccncc1. Yields the product CC(C(=O)NCCc1ccccc1)C1(C)OCCO1. RXN SMILES: [C:12]([Cl:13])(=[O:14])[C:15]([Cl:16])=[O:17].[CH2:18]([CH2:19][c:20]1[cH:21][cH:22][cH:23][cH:24][cH:25]1)[NH2:26].[CH3:1][C:2]1([CH:7]([C:8](=[O:9])[OH:10])[CH3:11])[O:3][CH2:4][CH2:5][O:6]1.[Cl:28][CH2:29][Cl:30].[ClH:27].[cH:31]1[cH:32][cH:33][n:34][cH:35][cH:36]1>>[CH3:1][C:2]1([CH:7]([C:8](=[O:10])[NH:26][CH2:18][CH2:19][c:20]2[cH:21][cH:22][cH:23][cH:24][cH:25]2)[CH3:11])[O:3][CH2:4][CH2:5][O:6]1. The reactants are complex, C1(=CC=CC=C1)C (toluene), C(C)Br (ethylbromide). Run at time 1 hour. Product: C(C)C1=C(C=CC=C1)C (ethyltoluene). Yield: 70.1%. As a reaction SMILES: [CH2:1](Br)[CH3:2].[C:4]1([CH3:10])[CH:9]=[CH:8][CH:7]=[CH:6][CH:5]=1>>[CH2:8]([C:7]1[CH:6]=[CH:5][CH:4]=[CH:10][C:1]=1[CH3:2])[CH3:9]. Procedure details: To a mixture of 3.8 g of the complex obtained in Example 1 and 97.3 g of toluene were added dropwise 83 g of ethylbromide at 20° to 25°C over 1 hour and a half while stirring. The reaction solution was held at 50° to 60°C for 1 hour after a dropwise addition, washed with water then alkali and rectified to obtain 64.2 g of ethyltoluene distillate. The resulting distillate was a mixture consisting of m- and p-isomers as main ingredients and a msall amount of o-isomer. Starting materials: [H-].[Na+] (sodium hydride), NC1=NC(=NC=C1O)C1=NN(C2=NC=CC=C21)CC2=C(C=CC=C2)F (4-amino-2-[1-(2-fluorobenzyl)-1H-pyrazolo[3,4-b]pyridin-3-yl]-5-pyrimidinol), N1(CCCC1)C(=O)Cl (1-pyrrolidinecarbonyl chloride). Solvent: C1CCOC1 (THF). Conditions: time 30 minute. The product is N1(CCCC1)C(=O)OC=1C(=NC(=NC1)C1=NN(C2=NC=CC=C21)CC2=C(C=CC=C2)F)N (4-Amino-2-[1-(2-fluorobenzyl)-1H-pyrazolo[3,4-b]pyridin-3-yl]-5-pyrimidinyl 1-pyrrolidinecarboxylate). RXN SMILES: [H-].[Na+].[NH2:3][C:4]1[C:9]([OH:10])=[CH:8][N:7]=[C:6]([C:11]2[C:19]3[C:14](=[N:15][CH:16]=[CH:17][CH:18]=3)[N:13]([CH2:20][C:21]3[CH:26]=[CH:25][CH:24]=[CH:23][C:22]=3[F:27])[N:12]=2)[N:5]=1.[N:28]1([C:33](Cl)=[O:34])[CH2:32][CH2:31][CH2:30][CH2:29]1>C1COCC1>[N:28]1([C:33]([O:10][C:9]2[C:4]([NH2:3])=[N:5][C:6]([C:11]3[C:19]4[C:14](=[N:15][CH:16]=[CH:17][CH:18]=4)[N:13]([CH2:20][C:21]4[CH:26]=[CH:25][CH:24]=[CH:23][C:22]=4[F:27])[N:12]=3)=[N:7][CH:8]=2)=[O:34])[CH2:32][CH2:31][CH2:30][CH2:29]1 |f:0.1|. Reported procedure: 3.5 mg (0.15 mmol) of sodium hydride were added to a suspension of 50.0 mg (0.15 mmol) of 4-amino-2-[1-(2-fluorobenzyl)-1H-pyrazolo[3,4-b]pyridin-3-yl]-5-pyrimidinol from example IV in 2 ml of THF at RT. After the mixture had been stirred at RT for 30 min, 21.8 mg (0.16 mmol) of 1-pyrrolidinecarbonyl chloride were added and the mixture was stirred at RT overnight. The product was purified by thin-layer chromotography (silica gel, CH2Cl2/MeOH 10:1). The reactants are FC(C1=CC=C(C=C1)C1(OC1C)C1=CC=C(C=C1)C(F)(F)F)(F)F (2,2-bis(4-trifluoromethylphenyl)-3-methyloxirane), Cl (hydrochloric acid), N1N=CN=C1 (1,2,4-1H-triazole), [H-].[Na+] (sodium hydride). Run in CN(C=O)C (dimethylformamide), O (water), CN(C=O)C (dimethylformamide). Run at temperature 100 celsius, time 1.5 hour. Yields the product FC(C1=CC=C(C=C1)C(C(C)N1N=CN=C1)(O)C1=CC=C(C=C1)C(F)(F)F)(F)F (1,1-bis(4-trifluoromethylphenyl)-2-(1,2,4-1H-triazole-1-yl)-propan-1-ol). RXN SMILES: [NH:1]1[CH:5]=[N:4][CH:3]=[N:2]1.[H-].[Na+].[F:8][C:9]([F:31])([F:30])[C:10]1[CH:15]=[CH:14][C:13]([C:16]2([C:20]3[CH:25]=[CH:24][C:23]([C:26]([F:29])([F:28])[F:27])=[CH:22][CH:21]=3)[CH:18]([CH3:19])[O:17]2)=[CH:12][CH:11]=1.Cl>CN(C)C=O.O>[F:8][C:9]([F:30])([F:31])[C:10]1[CH:15]=[CH:14][C:13]([C:16]([C:20]2[CH:25]=[CH:24][C:23]([C:26]([F:29])([F:28])[F:27])=[CH:22][CH:21]=2)([OH:17])[CH:18]([N:1]2[CH:5]=[N:4][CH:3]=[N:2]2)[CH3:19])=[CH:12][CH:11]=1 |f:1.2|. Reported procedure: 1,2,4-1H-triazole was added to a stirred suspension of sodium hydride (0.86 g, 50% dispersion, washed with petroleum ether to remove oil) in dry dimethylformamide (40 cm3). After stirring for 1.5 hours, the oxirane (formed in (b) above) dissolved in dimethylformamide (5 cm3) was added slowly. The mixture was heated at 100° C. for 2 days, then cooled and poured into water, neutralised with dilute hydrochloric acid and the product extracted into ether, which was dried (MgSO4) and concentrated by e... Solvent: C1CCOC1 (THF), C1CCOC1 (THF). RXN SMILES: [Li]CCCC.[N:6]1([C:11]2[CH:31]=[CH:30][C:14]([CH2:15][C:16]3[C:17]([O:28][CH3:29])=[N:18][C:19]4[C:24]([C:25]=3[Cl:26])=[CH:23][C:22](Br)=[CH:21][CH:20]=4)=[CH:13][CH:12]=2)[CH:10]=[CH:9][CH:8]=[N:7]1.[N:32]1[CH:37]=[CH:36][CH:35]=[C:34]([C:38]([C:40]2[CH:45]=[CH:44][C:43]([C:46]([F:49])([F:48])[F:47])=[CH:42][CH:41]=2)=[O:39])[CH:33]=1>C1COCC1>[N:6]1([C:11]2[CH:31]=[CH:30][C:14]([CH2:15][C:16]3[C:17]([O:28][CH3:29])=[N:18][C:19]4[C:24]([C:25]=3[Cl:26])=[CH:23][C:22]([C:38]([C:34]3[CH:33]=[N:32][CH:37]=[CH:36][CH:35]=3)([C:40]3[CH:41]=[CH:42][C:43]([C:46]([F:47])([F:48])[F:49])=[CH:44][CH:45]=3)[OH:39])=[CH:21][CH:20]=4)=[CH:13][CH:12]=2)[CH:10]=[CH:9][CH:8]=[N:7]1. Conditions: time 1.5 minute. Product: N1(N=CC=C1)C1=CC=C(CC=2C(=NC3=CC=C(C=C3C2Cl)C(O)(C2=CC=C(C=C2)C(F)(F)F)C=2C=NC=CC2)OC)C=C1 ((3-(4-(1H-Pyrazol-1-yl)benzyl)-4-chloro-2-methoxyquinolin-6-yl)(pyridin-3-yl)(4-(trifluoromethyl)phenyl)methanol). The reactants are [Li]CCCC (n-BuLi), N1(N=CC=C1)C1=CC=C(CC=2C(=NC3=CC=C(C=C3C2Cl)Br)OC)C=C1 (3-(4-(1H-pyrazol-1-yl)benzyl)-6-bromo-4-chloro-2-methoxyquinoline), N1(N=CC=C1)C1=CC=C(CC=2C(=NC3=CC=C(C=C3C2Cl)Br)OC)C=C1 (3-(4-(1H-pyrazol-1-yl)benzyl)-6-bromo-4-chloro-2-methoxyquinoline), N1=CC(=CC=C1)C(=O)C1=CC=C(C=C1)C(F)(F)F (pyridin-3-yl(4-(trifluoromethyl)phenyl)methanone), N1=CC(=CC=C1)C(=O)C1=CC=C(C=C1)C(F)(F)F (pyridin-3-yl(4-(trifluoromethyl)phenyl)methanone). Procedure details: A solution of n-BuLi (2.5 M in hexanes, 0.07 mL, 0.175 mmol) was added dropwise by syringe to a solution of 3-(4-(1H-pyrazol-1-yl)benzyl)-6-bromo-4-chloro-2-methoxyquinoline (75.9 mg, 0.177 mmol, Intermediate 10) in dry THF (3 mL) in a dry ice-acetone bath. After 1.5 minutes, a solution of pyridin-3-yl(4-(trifluoromethyl)phenyl)methanone (48.0 mg, 0.191 mmol, Intermediate 91: step b) in dry THF (0.2 mL) was added dropwise. The reaction mixture was stirred for 5 minutes in a dry ice-acetone bath,... Reactants: OO (hydrogen peroxide), ClC1=CC(=C2C(C(NC2=C1)=O)=O)[N+](=O)[O-] (6-chloro-4-nitro-indoline-2,3-dione), Cl (hydro-chloric acid). Solvent: [OH-].[Na+] (sodium hydroxide). Run at time 2 hour. The product is ClC=1C=C(C(C(=O)O)=C(C1)[N+](=O)[O-])N (4-chloro-6-nitro-anthranilic acid). Yield: 87.8%. RXN SMILES: [OH:1]O.[Cl:3][C:4]1[CH:12]=[C:11]2[C:7]([C:8](=[O:14])C(=O)[NH:10]2)=[C:6]([N+:15]([O-:17])=[O:16])[CH:5]=1.Cl>[OH-].[Na+]>[Cl:3][C:4]1[CH:12]=[C:11]([NH2:10])[C:7](=[C:6]([N+:15]([O-:17])=[O:16])[CH:5]=1)[C:8]([OH:14])=[O:1] |f:3.4|. Procedure: 4 ml of a 30% hydrogen peroxide solution are added dropwise at room temperature to 3.8 g (16.7 mmol) of 6-chloro-4-nitro-indoline-2,3-dione in 60 ml of sodium hydroxide solution. The mixture is stirred for 2 hours at room temperature, acidified to pH 2 to 3 with 4N hydro-chloric acid, filtered and dried. 3.18 g (87.8% of theory) of 4-chloro-6-nitro-anthranilic acid having a melting point of 202°-205° are obtained. Starting materials: [BH4-], CO, CCCCCCC, CC[O-], CCOC(C)=O, [Na+], [Na+], O, O=C(O)C(O)=Cc1cccc([N+](=O)[O-])c1. Yields the product O=C(O)C(O)Cc1cccc([N+](=O)[O-])c1. Reaction SMILES: [BH4-:20].[CH3:23][OH:24].[CH3:25][CH2:26][CH2:27][CH2:28][CH2:29][CH2:30][CH3:31].[CH3:2][CH2:3][O-:4].[CH3:32][CH2:33][O:34][C:35](=[O:36])[CH3:37].[Na+:1].[Na+:21].[OH2:22].[OH:5][C:6]([C:7](=[O:8])[OH:9])=[CH:10][c:11]1[cH:12][c:13]([N+:17](=[O:18])[O-:19])[cH:14][cH:15][cH:16]1>>[OH:5][CH:6]([C:7](=[O:8])[OH:9])[CH2:10][c:11]1[cH:12][c:13]([N+:17](=[O:18])[O-:19])[cH:14][cH:15][cH:16]1.